Dataset: the Open Reaction Database (ORD), a public repository of structured organic reaction records. Task: describe an organic reaction: reactants, conditions, products, and yield The reactants are ClC(=O)OCC(C)C (Isobutyl chloroformate), ice, O1CCN(CC1)CC#CC(=O)O (4-morpholino-2-butynoic acid), CN1CCOCC1 (N-methylmorpholine), N#N (N2), NC=1C=C2C(=C(C=NC2=CC1)C#N)NC1=CC(=CC=C1)Br (6-amino-4-[(3-bromophenyl)amino]-3-quinolinecarbonitrile). The solvent is N1=CC=CC=C1 (pyridine). Conditions: time 30 minute. Yields the product BrC=1C=C(C=CC1)NC1=C(C=NC2=CC=C(C=C12)NC(C#CCN1CCOCC1)=O)C#N (N-[4-[(3-Bromophenyl)amino]-3-cyano-6-quinolinyl]-4-morpholino-2-butynamide). Yield: 26.5%. As a reaction SMILES: ClC(OCC(C)C)=O.[O:9]1[CH2:14][CH2:13][N:12]([CH2:15][C:16]#[C:17][C:18]([OH:20])=O)[CH2:11][CH2:10]1.CN1CCOCC1.N#N.[NH2:30][C:31]1[CH:32]=[C:33]2[C:38](=[CH:39][CH:40]=1)[N:37]=[CH:36][C:35]([C:41]#[N:42])=[C:34]2[NH:43][C:44]1[CH:49]=[CH:48][CH:47]=[C:46]([Br:50])[CH:45]=1>N1C=CC=CC=1>[Br:50][C:46]1[CH:45]=[C:44]([NH:43][C:34]2[C:33]3[C:38](=[CH:39][CH:40]=[C:31]([NH:30][C:18](=[O:20])[C:17]#[C:16][CH2:15][N:12]4[CH2:11][CH2:10][O:9][CH2:14][CH2:13]4)[CH:32]=3)[N:37]=[CH:36][C:35]=2[C:41]#[N:42])[CH:49]=[CH:48][CH:47]=1. Procedure details: Isobutyl chloroformate (0.161 g, 1.18 mmol) was dropwise added into an ice cold solution of 4-morpholino-2-butynoic acid (0.25 g, 1.48 mmol) and N-methylmorpholine (0.15 g, 1.48 mmol) in 8 mL of tetrahydrofuan under N2. After stirring for 30 min, a solution of 025 g (0.74 mmol) of 6-amino-4-[(3-bromophenyl)amino]-3-quinolinecarbonitrile in 6 mL of pyridine was added dropwise and the mixture was stirred at 0° C. for 2 hr. The reaction was quenched with ice water, poured into saturated sodium bica...